Dataset: the Open Reaction Database (ORD), a public repository of structured organic reaction records. Task: describe an organic reaction: reactants, conditions, products, and yield Reactants: [Cl-] (chloride), C(C(=O)Cl)(=O)Cl (oxalyl chloride), carbonyl, C(C)(C)(C)OOC(CC(O)C)(C)C (3-t-butylperoxy-1,3-dimethylbutanol). The solvent is C(C)(C)(C)OC (methyl t-butyl ether). The product is C(C(=O)OC(CC(C)(C)OOC(C)(C)C)C)(=O)Cl (3-t-Butylperoxy-1,3-dimethylbutyl Chlorooxalate). RXN SMILES: [C:1](Cl)(=[O:5])[C:2]([Cl:4])=[O:3].[C:7]([O:11][O:12][C:13]([CH3:19])([CH3:18])[CH2:14][CH:15]([CH3:17])[OH:16])([CH3:10])([CH3:9])[CH3:8].[Cl-]>C(OC)(C)(C)C>[C:2]([Cl:4])(=[O:3])[C:1]([O:16][CH:15]([CH3:17])[CH2:14][C:13]([O:12][O:11][C:7]([CH3:10])([CH3:9])[CH3:8])([CH3:18])[CH3:19])=[O:5]. Procedure details: A 250 mL three-neck flask equipped with a magnetic stirrer, a thermometer and an addition funnel was charged with 25.4 g (200 mmoles) of oxalyl chloride and 75 mL of methyl t-butyl ether (MTBE). Then to the resulting solution was added 20.6 g (100 mmoles) of 93% 3-t-butylperoxy-1,3-dimethylbutanol over a period of 30 minutes at 22°-28° C. The addition funnel was then replaced with a nitrogen gas tube and dry nitrogen gas was slowly bubbled through the reaction mass in order to remove HCl over a ... Starting materials: Cc1ccncc1C(=O)O, CC(N)CN1CC(C)(C)OCC1C(=O)Nc1cc(Cl)cc2c1[nH]c1cnccc12, O=C(O)C(F)(F)F. The product is Cc1ccncc1C(=O)NC(C)CN1CC(C)(C)OCC1C(=O)Nc1cc(Cl)cc2c1[nH]c1cnccc12. As a reaction SMILES: [CH3:37][c:38]1[cH:39][cH:40][n:41][cH:42][c:43]1[C:44](=[O:45])[OH:46].[Cl:8][c:9]1[cH:10][c:11]2[c:12]3[cH:13][cH:14][n:15][cH:16][c:17]3[nH:18][c:19]2[c:20]([NH:22][C:23](=[O:24])[CH:25]2[CH2:26][O:27][C:28]([CH3:35])([CH3:36])[CH2:29][N:30]2[CH2:31][CH:32]([CH3:33])[NH2:34])[cH:21]1.[F:1][C:2]([F:3])([F:4])[C:5]([OH:6])=[O:7]>>[Cl:8][c:9]1[cH:10][c:11]2[c:12]3[cH:13][cH:14][n:15][cH:16][c:17]3[nH:18][c:19]2[c:20]([NH:22][C:23](=[O:24])[CH:25]2[CH2:26][O:27][C:28]([CH3:35])([CH3:36])[CH2:29][N:30]2[CH2:31][CH:32]([CH3:33])[NH:34][C:44]([c:43]2[c:38]([CH3:37])[cH:39][cH:40][n:41][cH:42]2)=[O:45])[cH:21]1. Reactants: ClC1=C(C(=O)OC)C(=CC(=C1)C(NC)=O)Cl (methyl 2,6-dichloro-4-(methylcarbamoyl)benzoate), [I-].[Li+] (lithium iodide). Run in N1=CC=CC=C1 (pyridine). Yields the product ClC1=C(C(=O)O)C(=CC(=C1)C(NC)=O)Cl (2,6-dichloro-4-(methylcarbamoyl)benzoic acid). As a reaction SMILES: [Cl:1][C:2]1[CH:11]=[C:10]([C:12](=[O:15])[NH:13][CH3:14])[CH:9]=[C:8]([Cl:16])[C:3]=1[C:4]([O:6]C)=[O:5].[I-].[Li+]>N1C=CC=CC=1>[Cl:1][C:2]1[CH:11]=[C:10]([C:12](=[O:15])[NH:13][CH3:14])[CH:9]=[C:8]([Cl:16])[C:3]=1[C:4]([OH:6])=[O:5] |f:1.2|. Reported procedure: A well stirred mixture of methyl 2,6-dichloro-4-(methylcarbamoyl)benzoate (280 mg, 1 mmol, Step a) and anhydrous lithium iodide (429 mg, 3.2 mmol) in pyridine (3 mL) was heated under reflux for 3 hours. The reaction mixture was concentrated under vacuum to remove pyridine. The residue was acidified using ice-cooled dilute hydrochloric acid solution and partitioned with ethyl acetate. The combined organic layer was washed with brine, dried over sodium sulfate, and concentrated under vacuum to obt... The reactants are O=C([O-])[O-], CN(C)S(=O)(=O)Cl, O=C(c1ccc(C(F)(F)F)cc1)c1nc[nH]n1, [K+], [K+], CN(C)C=O, O. Product: CN(C)S(=O)(=O)n1cnc(C(=O)c2ccc(C(F)(F)F)cc2)n1. As a reaction SMILES: [C:18](=[O:19])([O-:20])[O-:21].[CH3:24][N:25]([S:26](=[O:27])(=[O:28])[Cl:29])[CH3:30].[F:1][C:2]([c:3]1[cH:4][cH:5][c:6]([C:7](=[O:8])[c:9]2[n:10][nH:11][cH:12][n:13]2)[cH:14][cH:15]1)([F:16])[F:17].[K+:22].[K+:23].[O:32]=[CH:33][N:34]([CH3:35])[CH3:36].[OH2:31]>>[F:1][C:2]([c:3]1[cH:4][cH:5][c:6]([C:7](=[O:8])[c:9]2[n:10][n:11]([S:26]([N:25]([CH3:24])[CH3:30])(=[O:27])=[O:28])[cH:12][n:13]2)[cH:14][cH:15]1)([F:16])[F:17]. Reactants: C1COCCO1, COc1ccc(N2CCN(c3ccc(NC(=O)Oc4ccccc4)cn3)CC2)cc1, NN, O. The product is COc1ccc(N2CCN(c3ccc(NC(=O)NN)cn3)CC2)cc1. RXN SMILES: [CH2:34]1[O:35][CH2:36][CH2:37][O:38][CH2:39]1.[CH3:1][O:2][c:3]1[cH:4][cH:5][c:6]([N:9]2[CH2:10][CH2:11][N:12]([c:15]3[n:16][cH:17][c:18]([NH:21][C:22](=[O:23])[O:24][c:25]4[cH:26][cH:27][cH:28][cH:29][cH:30]4)[cH:19][cH:20]3)[CH2:13][CH2:14]2)[cH:7][cH:8]1.[NH2:32][NH2:33].[OH2:31]>>[CH3:1][O:2][c:3]1[cH:4][cH:5][c:6]([N:9]2[CH2:10][CH2:11][N:12]([c:15]3[n:16][cH:17][c:18]([NH:21][C:22](=[O:23])[NH:32][NH2:33])[cH:19][cH:20]3)[CH2:13][CH2:14]2)[cH:7][cH:8]1.